Task: describe an organic reaction: reactants, conditions, products, and yield. Dataset: the Open Reaction Database (ORD), a public repository of structured organic reaction records Reaction SMILES: [CH2:20]([Al+:21][CH2:22][CH:23]([CH3:24])[CH3:25])[CH:26]([CH3:27])[CH3:28].[CH3:1][C:2]([CH3:3])([CH3:4])[O:5][CH2:6][c:7]1[n:8][o:9][c:10]([CH:16]([CH3:17])[CH3:18])[c:11]1[C:12](=[O:13])[O:14][CH3:15].[CH3:29][c:30]1[cH:31][cH:32][cH:33][cH:34][cH:35]1.[CH3:36][CH2:37][O:38][C:39](=[O:40])[CH3:41].[H-:19].[O:42]1[CH2:43][CH2:44][CH2:45][CH2:46]1>>[CH3:1][C:2]([CH3:3])([CH3:4])[O:5][CH2:6][c:7]1[n:8][o:9][c:10]([CH:16]([CH3:17])[CH3:18])[c:11]1[CH2:12][OH:13]. Product: CC(C)c1onc(COC(C)(C)C)c1CO. Reactants: CC(C)C[Al+]CC(C)C, COC(=O)c1c(COC(C)(C)C)noc1C(C)C, Cc1ccccc1, CCOC(C)=O, [H-], C1CCOC1. The reactants are [H][H] (hydrogen), C(C1=CC=CC=C1)(=O)NC(=O)NC1CCN(CC1)CC1=CC(=CC=C1)[N+](=O)[O-] (1-Benzoyl-3-[1-(3-nitrobenzyl)piperid-4-yl]urea). The reagents and catalysts are [Pd] (Pd/C). Yields the product C(C1=CC=CC=C1)(=O)NC(=O)NC1CCN(CC1)CC1=CC(=CC=C1)N (1-Benzoyl-3-[1-(3-aminobenzyl)piperid-4-yl]urea). Isolated yield 46.1%. Reaction SMILES: [C:1]([NH:9][C:10]([NH:12][CH:13]1[CH2:18][CH2:17][N:16]([CH2:19][C:20]2[CH:25]=[CH:24][CH:23]=[C:22]([N+:26]([O-])=O)[CH:21]=2)[CH2:15][CH2:14]1)=[O:11])(=[O:8])[C:2]1[CH:7]=[CH:6][CH:5]=[CH:4][CH:3]=1.[H][H]>[Pd]>[C:1]([NH:9][C:10]([NH:12][CH:13]1[CH2:18][CH2:17][N:16]([CH2:19][C:20]2[CH:25]=[CH:24][CH:23]=[C:22]([NH2:26])[CH:21]=2)[CH2:15][CH2:14]1)=[O:11])(=[O:8])[C:2]1[CH:7]=[CH:6][CH:5]=[CH:4][CH:3]=1. Reported procedure: 1-Benzoyl-3-[1-(3-nitrobenzyl)piperid-4-yl]urea 4.47 g (from Example 13) was hydrogenated with 5% Pd/C (0.5 g) at atmospheric pressure and room temperature until no more hydrogen was taken up. The catalyst was filtered and the filtrate evaporated. The residue was dissolved in water and basified with 0.880 ammonia. The precipitated solid was filtered, washed well with water, dried, treated with charcoal, and evaporated to give the title compound, (1.9 gms). This was recrystallised from ethanolic ... Yields the product CCC(=O)NC1CCC(CCN2CCN(c3nccc4c3OCC4)CC2)CC1. The reactants are CCC(=O)O, Cl, Cl, Cl, NC1CCC(CCN2CCN(c3nccc4c3OCC4)CC2)CC1. RXN SMILES: [CH3:28][CH2:29][C:30]([OH:31])=[O:32].[ClH:1].[ClH:2].[ClH:3].[O:4]1[CH2:5][CH2:6][c:7]2[c:8]1[c:9]([N:13]1[CH2:14][CH2:15][N:16]([CH2:19][CH2:20][CH:21]3[CH2:22][CH2:23][CH:24]([NH2:27])[CH2:25][CH2:26]3)[CH2:17][CH2:18]1)[n:10][cH:11][cH:12]2>>[O:4]1[CH2:5][CH2:6][c:7]2[c:8]1[c:9]([N:13]1[CH2:14][CH2:15][N:16]([CH2:19][CH2:20][CH:21]3[CH2:22][CH2:23][CH:24]([NH:27][C:30]([CH2:29][CH3:28])=[O:31])[CH2:25][CH2:26]3)[CH2:17][CH2:18]1)[n:10][cH:11][cH:12]2. Starting materials: CC=1C=2C=C(C=CC2N(C1C=3C=CC(=CC3)O)CC=4C=CC(=CC4)OCCN5CCCCCC5)O.C(C1=CC=CC=C1)OC=1C=C2C(=C(N(C2=CC1)CC1=CC=C(C=C1)OCCBr)C1=CC=C(C=C1)OCC1=CC=CC=C1)C (bazedoxifene 5-Benzyloxy-2(4-benzyloxyphenyl)-1-[4-(2-bromoethoxy)benzyl]-3-methyl-indole), N1CCCCCC1 (azepan), CC(=O)C (acetone). The solvent is C(C)(=O)O (acetic acid). Product: CC=1C=2C=C(C=CC2N(C1C=3C=CC(=CC3)O)CC=4C=CC(=CC4)OCCN5CCCCCC5)O (bazedoxifene). Reaction SMILES: [CH3:1][C:2]1[C:3]2[CH:4]=[C:5]([OH:35])[CH:6]=[CH:7][C:8]=2[N:9]([CH2:18][C:19]2[CH:20]=[CH:21][C:22]([O:25][CH2:26][CH2:27][N:28]3[CH2:34][CH2:33][CH2:32][CH2:31][CH2:30][CH2:29]3)=[CH:23][CH:24]=2)[C:10]=1[C:11]1[CH:12]=[CH:13][C:14]([OH:17])=[CH:15][CH:16]=1.C(OC1C=C2C(=CC=1)N(CC1C=CC(OCCBr)=CC=1)C(C1C=CC(OCC3C=CC=CC=3)=CC=1)=C2C)C1C=CC=CC=1.N1CCCCCC1.CC(C)=O>C(O)(=O)C>[CH3:1][C:2]1[C:3]2[CH:4]=[C:5]([OH:35])[CH:6]=[CH:7][C:8]=2[N:9]([CH2:18][C:19]2[CH:24]=[CH:23][C:22]([O:25][CH2:26][CH2:27][N:28]3[CH2:29][CH2:30][CH2:31][CH2:32][CH2:33][CH2:34]3)=[CH:21][CH:20]=2)[C:10]=1[C:11]1[CH:12]=[CH:13][C:14]([OH:17])=[CH:15][CH:16]=1 |f:0.1|. Procedure details: European Patent Application No. 0802183 describes a synthesis of bazedoxifene 5-Benzyloxy-2(4-benzyloxyphenyl)-1-[4-(2-bromoethoxy)benzyl]-3-methyl-indole is reacted with azepan, under suitable reaction conditions, followed by deprotection to yield bazedoxifene, which on subsequent treatment with acetone and acetic acid gives bazedoxifene acetate. The reactants are CO, Cl, CCOC(=O)c1cn(CCF)c2cc(C=Cc3nc(C(C)C)cs3)ccc2c1=O, [Na+], C1CCOC1, [OH-], O. The product is CC(C)c1csc(C=Cc2ccc3c(=O)c(C(=O)O)cn(CCF)c3c2)n1. As a reaction SMILES: [CH3:33][OH:34].[ClH:32].[F:1][CH2:2][CH2:3][n:4]1[cH:5][c:6]([C:25](=[O:26])[O:27][CH2:28][CH3:29])[c:7](=[O:24])[c:8]2[cH:9][cH:10][c:11]([CH:14]=[CH:15][c:16]3[s:17][cH:18][c:19]([CH:21]([CH3:22])[CH3:23])[n:20]3)[cH:12][c:13]12.[Na+:31].[O:35]1[CH2:36][CH2:37][CH2:38][CH2:39]1.[OH-:30].[OH2:40]>>[F:1][CH2:2][CH2:3][n:4]1[cH:5][c:6]([C:25](=[O:26])[OH:27])[c:7](=[O:24])[c:8]2[cH:9][cH:10][c:11]([CH:14]=[CH:15][c:16]3[s:17][cH:18][c:19]([CH:21]([CH3:22])[CH3:23])[n:20]3)[cH:12][c:13]12. The reactants are C1(=C(C=CC=C1)C(C)=CC(C)O)C1=CC=CC=C1 (2-(p-biphenylyl)-2-penten-4-ol), [H][H] (hydrogen). Reagents/catalysts: [Pd] (palladium on carbon). Solvent: C(C)O (ethanol). Product: C1(=C(C=CC=C1)C(C)CC(C)O)C1=CC=CC=C1 (2-(p-biphenylyl)-pentan-4-ol). RXN SMILES: [C:1]1([C:13]2[CH:18]=[CH:17][CH:16]=[CH:15][CH:14]=2)[CH:6]=[CH:5][CH:4]=[CH:3][C:2]=1[C:7](=[CH:9][CH:10]([OH:12])[CH3:11])[CH3:8].[H][H]>[Pd].C(O)C>[C:1]1([C:13]2[CH:18]=[CH:17][CH:16]=[CH:15][CH:14]=2)[CH:6]=[CH:5][CH:4]=[CH:3][C:2]=1[CH:7]([CH2:9][CH:10]([OH:12])[CH3:11])[CH3:8]. Procedure details: To a pressure vessel, mixture of 0.675 g. of 2-(p-biphenylyl)-2-penten-4-ol (obtainable by Example 1) and 0.5 g. 10% palladium on carbon in 175 ml. of ethanol, is added hydrogen at about 2 at. pressure via below pressure hydrogenation. The catalyst is then removed, and the solution is evaporated to give a colorless oil which solidifies on standing to give solid 2-(p-biphenylyl)-pentan-4-ol, m.p. 53° C., which may also be designated 4-(p-biphenylyl)-pentan-2-ol.